This data is from the Open Reaction Database (ORD), a public repository of structured organic reaction records. The task is: describe an organic reaction: reactants, conditions, products, and yield Yields the product Cl.NCC1=NC=C(C=C1Cl)C(F)(F)F (2-aminomethyl-3-chloro-5-trifluoromethylpyridine hydrochloride). Solvent: CO (methanol). Yield: 95.0%. The reagents and catalysts are [Pd] (palladium on charcoal). Reaction conditions: time 4 hour. Procedure details: A mixture of 3-chloro-2-cyano-5-trifluoromethylpyridine (5.1 g) and 5% palladium on charcoal (5.1 mg as Pd metal) was stirred at 20° C. with methanol and concentrated hydrochloric acid (2.5 ml) under 1 atmosphere of hydrogen. After 4 hours the reaction was judged to be complete by hplc. The mixture was filtered through Celatom, washed with methanol and water and evaporated to give 2-aminomethyl-3-chloro-5-trifluoromethylpyridine hydrochloride in 95-97% yield, NMR (in D2O) 4.6 (s, 2H), 8.35 (s, 1... As a reaction SMILES: [Cl:1][C:2]1[C:3]([C:12]#[N:13])=[N:4][CH:5]=[C:6]([C:8]([F:11])([F:10])[F:9])[CH:7]=1.Cl.[H][H]>[Pd].CO>[ClH:1].[NH2:13][CH2:12][C:3]1[C:2]([Cl:1])=[CH:7][C:6]([C:8]([F:11])([F:10])[F:9])=[CH:5][N:4]=1 |f:5.6|. Starting materials: ClC=1C(=NC=C(C1)C(F)(F)F)C#N (3-chloro-2-cyano-5-trifluoromethylpyridine), Cl (hydrochloric acid), [H][H] (hydrogen).